This data is from the Open Reaction Database (ORD), a public repository of structured organic reaction records. The task is: describe an organic reaction: reactants, conditions, products, and yield Reactants: BrN1C(CCC1=O)=O (N-bromosuccinimide), ClC1C[C@H](CCCCCCC)[C@H](OC1)CCCCCCCC (10-Chloro Thromboxane), Ester, 10-chloro, ClN1C(CCC1=O)=O (N-chlorosuccinimide), 10-bromo. The product is BrC1C[C@H](CCCCCCC)[C@H](OC1)CCCCCCCC (10-Bromo Thromboxane). Reaction SMILES: Cl[CH:2]1[CH2:14][O:13][C@H:12]([CH2:15][CH2:16][CH2:17][CH2:18][CH2:19][CH2:20][CH2:21][CH3:22])[C@@H:4]([CH2:5][CH2:6][CH2:7][CH2:8][CH2:9][CH2:10][CH3:11])[CH2:3]1.ClN1C(=O)CCC1=O.[Br:31]N1C(=O)CCC1=O>>[Br:31][CH:2]1[CH2:14][O:13][C@H:12]([CH2:15][CH2:16][CH2:17][CH2:18][CH2:19][CH2:20][CH2:21][CH3:22])[C@@H:4]([CH2:5][CH2:6][CH2:7][CH2:8][CH2:9][CH2:10][CH3:11])[CH2:3]1. Procedure: 10-Chloro Thromboxane B2Methyl Ester has been prepared using the same procedure except that N-chlorosuccinimide was substituted for N-bromosuccinimide. This 10-chloro compound can then be utilized in the same manner as the 10-bromo compound in the following examples.